Dataset: the Open Reaction Database (ORD), a public repository of structured organic reaction records. Task: describe an organic reaction: reactants, conditions, products, and yield Starting materials: C(#N)C1=C(OCC(CCl)O)C=CC(=C1)NC(=O)C1CCC1 (1-(2-cyano-4-cyclobutylcarbonylamino-phenoxy)-2-hydroxy-3-chloro-propane), CC(C)(C#C)N (2-methyl-but-3-in-2-yl-amine). Run in C(C)O (ethanol). Product: C(#N)C1=C(OCC(CNC(C)(C#C)C)O)C=CC(=C1)NC(=O)C1CCC1 (1-(2-Cyano-4-cyclobutylcarbonylamino-phenoxy)-3-(2-methyl-but-3-in-2-yl-amino)-propan-2-ol). Reaction SMILES: [C:1]([C:3]1[CH:14]=[C:13]([NH:15][C:16]([CH:18]2[CH2:21][CH2:20][CH2:19]2)=[O:17])[CH:12]=[CH:11][C:4]=1[O:5][CH2:6][CH:7]([OH:10])[CH2:8]Cl)#[N:2].[CH3:22][C:23]([NH2:27])([C:25]#[CH:26])[CH3:24]>C(O)C>[C:1]([C:3]1[CH:14]=[C:13]([NH:15][C:16]([CH:18]2[CH2:21][CH2:20][CH2:19]2)=[O:17])[CH:12]=[CH:11][C:4]=1[O:5][CH2:6][CH:7]([OH:10])[CH2:8][NH:27][C:23]([CH3:24])([C:25]#[CH:26])[CH3:22])#[N:2]. Procedure: 7.5 gm (0.024 mol) of 1-(2-cyano-4-cyclobutylcarbonylamino-phenoxy)-2-hydroxy-3-chloro-propane were dissolved in 20 ml of ethanol, 8.3 gm (0.1 mol) of 2-methyl-but-3-in-2-yl-amine were added to the solution, and the mixture was refluxed for 3.5 hours. The ethanol was then distilled off, and the residue was digested with H2O. After being acidified with HCl, the mixture was washed with ether, the acidic aqueous phase was made alkaline with NH4OH, and the base precipitated thereby was extracted by ... The reactants are C(C)(=O)OC(C)=O (acetic anhydride), N1=CC=CC=C1 (pyridine), NC=1C=C(C=CC1)NC(C(C(=O)C=1C2=C(N(N1)C1=CC=CC=C1)C1=CC=CC=C1C2)C#N)=O (N-(3-Amino-phenyl)-2-cyano-3-(1,4-dihydro-1-phenyl-indeno [1,2-c]pyrazol-3-yl)-3-oxo-propanamide). The solvent is ice water, CN(C=O)C (dimethylformamide). Product: C(C)(=O)NC=1C=C(C=CC1)NC(C(C(=O)C=1C2=C(N(N1)C1=CC=CC=C1)C1=CC=CC=C1C2)C#N)=O (N-(3-acetylamino-phenyl) -2-cyano-3-(1,4-dihydro-1-phenyl-indeno[1,2-c]pyrazol-3-yl)-3-oxo-propanamide). As a reaction SMILES: [NH2:1][C:2]1[CH:3]=[C:4]([NH:8][C:9](=[O:33])[CH:10]([C:31]#[N:32])[C:11]([C:13]2[C:14]3[CH2:30][C:29]4[C:24](=[CH:25][CH:26]=[CH:27][CH:28]=4)[C:15]=3[N:16]([C:18]3[CH:23]=[CH:22][CH:21]=[CH:20][CH:19]=3)[N:17]=2)=[O:12])[CH:5]=[CH:6][CH:7]=1.[C:34](OC(=O)C)(=[O:36])[CH3:35].N1C=CC=CC=1>CN(C)C=O>[C:34]([NH:1][C:2]1[CH:3]=[C:4]([NH:8][C:9](=[O:33])[CH:10]([C:31]#[N:32])[C:11]([C:13]2[C:14]3[CH2:30][C:29]4[C:24](=[CH:25][CH:26]=[CH:27][CH:28]=4)[C:15]=3[N:16]([C:18]3[CH:23]=[CH:22][CH:21]=[CH:20][CH:19]=3)[N:17]=2)=[O:12])[CH:5]=[CH:6][CH:7]=1)(=[O:36])[CH3:35]. Procedure: N-(3-Amino-phenyl)-2-cyano-3-(1,4-dihydro-1-phenyl-indeno [1,2-c]pyrazol-3-yl)-3-oxo-propanamide (1.8 g) dissolved in dimethylformamide (30 ml) is reacted with acetic anhydride (5 ml) in the presence of pyridine (5 ml) at 40° C. for 8 hours. The reaction mixture is diluted with ice water and the precipitate is filtered and washed with water crystallization from dimethylformamide gives 1.2 g of N-(3-acetylamino-phenyl) -2-cyano-3-(1,4-dihydro-1-phenyl-indeno[1,2-c]pyrazol-3-yl)-3-oxo-propanamide.